Dataset: the Open Reaction Database (ORD), a public repository of structured organic reaction records. Task: describe an organic reaction: reactants, conditions, products, and yield The reactants are O=C(Cl)c1ccc(Br)cc1, O=C1C2CC(O)CN2C(=O)N1c1cc(Cl)cc(Cl)c1, ClCCl. Product: O=C(OC1CC2C(=O)N(c3cc(Cl)cc(Cl)c3)C(=O)N2C1)c1ccc(Br)cc1. RXN SMILES: [Br:20][c:21]1[cH:22][cH:23][c:24]([C:25](=[O:26])[Cl:27])[cH:28][cH:29]1.[Cl:1][c:2]1[cH:3][c:4]([N:9]2[C:10](=[O:19])[N:11]3[CH:12]([C:13]2=[O:14])[CH2:15][CH:16]([OH:18])[CH2:17]3)[cH:5][c:6]([Cl:8])[cH:7]1.[Cl:30][CH2:31][Cl:32]>>[Cl:1][c:2]1[cH:3][c:4]([N:9]2[C:10](=[O:19])[N:11]3[CH:12]([C:13]2=[O:14])[CH2:15][CH:16]([O:18][C:25]([c:24]2[cH:23][cH:22][c:21]([Br:20])[cH:29][cH:28]2)=[O:26])[CH2:17]3)[cH:5][c:6]([Cl:8])[cH:7]1. Reaction SMILES: [CH3:23][OH:24].[F:1][C:2]([F:3])([F:4])[C:19]([N:5]1[CH2:6][CH2:7][c:8]2[c:9]([c:13]([Cl:18])[c:14]([Cl:17])[cH:15][cH:16]2)[CH:10]([CH3:12])[CH2:11]1)=[O:20].[Na+:22].[OH-:21]>>[NH:5]1[CH2:6][CH2:7][c:8]2[c:9]([c:13]([Cl:18])[c:14]([Cl:17])[cH:15][cH:16]2)[CH:10]([CH3:12])[CH2:11]1. The reactants are CO, CC1CN(C(=O)C(F)(F)F)CCc2ccc(Cl)c(Cl)c21, [Na+], [OH-]. Yields the product CC1CNCCc2ccc(Cl)c(Cl)c21. Product: CC(C)(C)OC(=O)N1CCC(c2nc(Br)cn2CCOC2CCCCO2)CC1. As a reaction SMILES: [Br:1][c:2]1[n:3][c:4]([CH:17]2[CH2:18][CH2:19][N:20]([C:23](=[O:24])[O:25][C:26]([CH3:27])([CH3:28])[CH3:29])[CH2:21][CH2:22]2)[n:5]([CH2:8][CH2:9][O:10][CH:11]2[O:12][CH2:13][CH2:14][CH2:15][CH2:16]2)[c:6]1[Br:7].[CH:35]([OH:36])([CH3:37])[CH3:38].[Cl-:44].[Li:30][CH2:31][CH2:32][CH2:33][CH3:34].[NH4+:45].[O:39]1[CH2:40][CH2:41][CH2:42][CH2:43]1>>[Br:1][c:2]1[n:3][c:4]([CH:17]2[CH2:18][CH2:19][N:20]([C:23](=[O:24])[O:25][C:26]([CH3:27])([CH3:28])[CH3:29])[CH2:21][CH2:22]2)[n:5]([CH2:8][CH2:9][O:10][CH:11]2[O:12][CH2:13][CH2:14][CH2:15][CH2:16]2)[cH:6]1. The reactants are CC(C)(C)OC(=O)N1CCC(c2nc(Br)c(Br)n2CCOC2CCCCO2)CC1, CC(C)O, [Cl-], [Li]CCCC, [NH4+], C1CCOC1. Reactants: FC1=CC=C(C=C1)[N+](=O)[O-] (4-fluoro-1-nitrobenzene), C(CCC)C=1NC(=C(N1)Cl)C=O (2-n-Butyl-4-chloroimidazole-5-carboxaldehyde), C[O-].[Na+] (sodium methoxide), FC1=CC=C(C=C1)[N+](=O)[O-] (4-Fluoro-1-nitrobenzene). Run in CO (methanol). Reaction conditions: temperature 100 celsius. Yields the product C(CCC)C=1N(C(=C(N1)Cl)C=O)C1=CC=C(C=C1)[N+](=O)[O-] (2-n-Butyl-4-chloro-1-(4-nitrophenyl)imidazole-5-carboxaldehyde). The yield is 29.8%. As a reaction SMILES: [CH2:1]([C:5]1[NH:6][C:7]([CH:11]=[O:12])=[C:8]([Cl:10])[N:9]=1)[CH2:2][CH2:3][CH3:4].C[O-].[Na+].F[C:17]1[CH:22]=[CH:21][C:20]([N+:23]([O-:25])=[O:24])=[CH:19][CH:18]=1>CO>[CH2:1]([C:5]1[N:6]([C:17]2[CH:22]=[CH:21][C:20]([N+:23]([O-:25])=[O:24])=[CH:19][CH:18]=2)[C:7]([CH:11]=[O:12])=[C:8]([Cl:10])[N:9]=1)[CH2:2][CH2:3][CH3:4] |f:1.2|. Procedure: 2-n-Butyl-4-chloroimidazole-5-carboxaldehyde (10.00 g, 53.6 mmol, 1 eq.) was dissolved in a freshly prepared solution of sodium methoxide (1.23 g Na, 53.6 mmol, 1 eq.) in methanol (175 mL). The methanol was removed in vacuo and replaced with DMF (100 mL). 4-Fluoro-1-nitrobenzene (11.37 mL, 107.0 mmol, 2 eq.) was then added. The mixture was heated at 100° C. for 36 h. Two more equivalents of 4-fluoro-1-nitrobenzene were then added and the mixture heated at 100° C. for an additional 48 hours. The ...